From a dataset of the Open Reaction Database (ORD), a public repository of structured organic reaction records. describe an organic reaction: reactants, conditions, products, and yield Starting materials: COc1c(C=C2CCN(C(=O)OC(C)(C)C)CC2)cc(Br)cc1[N+](=O)[O-], CN(C)C=O, [Cl-], [Li+]. The product is CC(C)(C)OC(=O)N1CCC(=Cc2cc(Br)cc([N+](=O)[O-])c2O)CC1. Reaction SMILES: [Br:1][c:2]1[cH:3][c:4]([N+:24](=[O:25])[O-:26])[c:5]([O:22][CH3:23])[c:6]([CH:7]=[C:8]2[CH2:9][CH2:10][N:11]([C:14](=[O:15])[O:16][C:17]([CH3:18])([CH3:19])[CH3:20])[CH2:12][CH2:13]2)[cH:21]1.[CH3:29][N:30]([CH3:31])[CH:32]=[O:33].[Cl-:28].[Li+:27]>>[Br:1][c:2]1[cH:3][c:4]([N+:24](=[O:25])[O-:26])[c:5]([OH:22])[c:6]([CH:7]=[C:8]2[CH2:9][CH2:10][N:11]([C:14](=[O:15])[O:16][C:17]([CH3:18])([CH3:19])[CH3:20])[CH2:12][CH2:13]2)[cH:21]1. The yield is 100.9%. Run in C(Cl)Cl (DCM). The product is COC1=NC(=CC(=N1)OC1CC(C(C1)C(=O)O)C(NC1(C(C1)C=C)C(=O)OCC)=O)OC (4-(2,6-Dimethoxy-pyrimidin-4-yloxy)-2-(1-ethoxycarbonyl-2-vinylcyclo-propylcarbamoyl)-cyclopentanecarboxylic acid). Reactants: C(C)(C)(C)OC(=O)C1C(CC(C1)OC1=NC(=NC(=C1)OC)OC)C(NC1(C(C1)C=C)C(=O)OCC)=O (4-(2,6-Dimethoxy-pyrimidin-4-yloxy)-2-(1-ethoxycarbonyl-2-vinylcyclo-propylcarbamoyl)-cyclopentanecarboxylic acid tert-butyl ester), C(C)[SiH](CC)CC (triethylsilane), C(=O)(C(F)(F)F)O (TFA). RXN SMILES: C([O:5][C:6]([CH:8]1[CH2:12][CH:11]([O:13][C:14]2[CH:19]=[C:18]([O:20][CH3:21])[N:17]=[C:16]([O:22][CH3:23])[N:15]=2)[CH2:10][CH:9]1[C:24](=[O:36])[NH:25][C:26]1([C:31]([O:33][CH2:34][CH3:35])=[O:32])[CH2:28][CH:27]1[CH:29]=[CH2:30])=[O:7])(C)(C)C.C([SiH](CC)CC)C.C(O)(C(F)(F)F)=O>C(Cl)Cl>[CH3:23][O:22][C:16]1[N:15]=[C:14]([O:13][CH:11]2[CH2:12][CH:8]([C:6]([OH:7])=[O:5])[CH:9]([C:24](=[O:36])[NH:25][C:26]3([C:31]([O:33][CH2:34][CH3:35])=[O:32])[CH2:28][CH:27]3[CH:29]=[CH2:30])[CH2:10]2)[CH:19]=[C:18]([O:20][CH3:21])[N:17]=1. Procedure details: Compound 18c (0.92 g, 1.83 mmol) was treated with triethylsilane (0.58 g, 5.0 mmol) and TFA (25 ml) in DCM (25 ml) according to the procedure described in Example 13 step b which gave the title compound, (0.83 g), (M+H)+450.